This data is from the Open Reaction Database (ORD), a public repository of structured organic reaction records. The task is: describe an organic reaction: reactants, conditions, products, and yield Run at temperature 80 celsius. The product is [Br-].O1C(OCC1)C1=[N+](C=CC=C1)CC1=CC=CC=C1 (2-(1,3-dioxolan-2-yl)-1-benzylpyridinium bromide). As a reaction SMILES: [O:1]1[CH2:5][CH2:4][O:3][CH:2]1[C:6]1[CH:11]=[CH:10][CH:9]=[CH:8][N:7]=1.[CH2:12]([Br:19])[C:13]1[CH:18]=[CH:17][CH:16]=[CH:15][CH:14]=1>C(OCC)(=O)C>[Br-:19].[O:1]1[CH2:5][CH2:4][O:3][CH:2]1[C:6]1[CH:11]=[CH:10][CH:9]=[CH:8][N+:7]=1[CH2:12][C:13]1[CH:18]=[CH:17][CH:16]=[CH:15][CH:14]=1 |f:3.4|. The reactants are O1C(OCC1)C1=NC=CC=C1 (2-(1,3-dioxolan-2-yl)pyridine), C(C1=CC=CC=C1)Br (benzyl bromide). Procedure details: A mixture of 716 g (4.74 mol) of 2-(1,3-dioxolan-2-yl)pyridine and 859 g (5 mol) of benzyl bromide in a 5 L flask was heated on a steam-bath to 80° C. where an exothermic reaction caused the reaction temperature to reach 146° C. The reaction mixture was allowed to cool to 90° C. and the mixture was heated on a steam-bath for 2 h. The reaction mixture was cooled to room temperature, the resulting solid product was heated on a steam-bath with ethyl acetate, and ethyl acetate was decanted. The trea... The yield is 100.0%. Solvent: C(C)(=O)OCC (ethyl acetate), C(C)(=O)OCC (ethyl acetate). Reactants: O=C1CCC(=O)N1Br, O=C(OOC(=O)c1ccccc1)c1ccccc1, ClC(Cl)(Cl)Cl, CCOC(=O)Cc1ccc2ccccc2c1. The product is CCOC(=O)C(Br)c1ccc2ccccc2c1. RXN SMILES: [Br:17][N:18]1[C:19](=[O:20])[CH2:21][CH2:22][C:23]1=[O:24].[C:25]([O:26][O:27][C:28](=[O:29])[c:30]1[cH:31][cH:32][cH:33][cH:34][cH:35]1)(=[O:36])[c:37]1[cH:38][cH:39][cH:40][cH:41][cH:42]1.[C:43]([Cl:44])([Cl:45])([Cl:46])[Cl:47].[cH:1]1[c:2]([CH2:11][C:12](=[O:13])[O:14][CH2:15][CH3:16])[cH:3][cH:4][c:5]2[cH:6][cH:7][cH:8][cH:9][c:10]12>>[cH:1]1[c:2]([CH:11]([C:12](=[O:13])[O:14][CH2:15][CH3:16])[Br:17])[cH:3][cH:4][c:5]2[cH:6][cH:7][cH:8][cH:9][c:10]12. Reactants: CO, CCC(CC)(Oc1ccc(Cl)cc1C1CC(=O)NC(c2cc(F)ccc2C)C12C(=O)Nc1cc(Cl)c(F)cc12)C(=O)OC, Cl, [Li+], [OH-], O, O. The product is CCC(CC)(Oc1ccc(Cl)cc1C1CC(=O)NC(c2cc(F)ccc2C)C12C(=O)Nc1cc(Cl)c(F)cc12)C(=O)O. Reaction SMILES: [CH3:49][OH:50].[Cl:1][c:2]1[c:3]([F:43])[cH:4][c:5]2[c:9]([cH:10]1)[NH:8][C:7](=[O:11])[C:6]21[CH:12]([c:35]2[c:36]([CH3:42])[cH:37][cH:38][c:39]([F:41])[cH:40]2)[NH:13][C:14](=[O:34])[CH2:15][CH:16]1[c:17]1[c:18]([O:24][C:25]([CH2:26][CH3:27])([CH2:28][CH3:29])[C:30](=[O:31])[O:32][CH3:33])[cH:19][cH:20][c:21]([Cl:23])[cH:22]1.[ClH:48].[Li+:45].[OH-:44].[OH2:46].[OH2:47]>>[Cl:1][c:2]1[c:3]([F:43])[cH:4][c:5]2[c:9]([cH:10]1)[NH:8][C:7](=[O:11])[C:6]21[CH:12]([c:35]2[c:36]([CH3:42])[cH:37][cH:38][c:39]([F:41])[cH:40]2)[NH:13][C:14](=[O:34])[CH2:15][CH:16]1[c:17]1[c:18]([O:24][C:25]([CH2:26][CH3:27])([CH2:28][CH3:29])[C:30](=[O:31])[OH:32])[cH:19][cH:20][c:21]([Cl:23])[cH:22]1. Starting materials: C1(=CC=CC=C1)SCC(=O)OCC (ethyl (phenylthio)acetate), CC[O-].[Na+] (sodium ethylate), BrCC(=O)OCC (ethyl bromoacetate), C(CCC)S (n-butylmercaptan), ethanolic solution. Solvent: C(C)O (ethanol). The product is C(CCC)SCC(=O)OCC (Ethyl (n-butylthio)acetate). RXN SMILES: [C:1]1([S:7][CH2:8][C:9]([O:11][CH2:12][CH3:13])=[O:10])C=C[CH:4]=[CH:3][CH:2]=1.C(S)CCC.CC[O-].[Na+].BrCC(OCC)=O>C(O)C>[CH2:1]([S:7][CH2:8][C:9]([O:11][CH2:12][CH3:13])=[O:10])[CH2:2][CH2:3][CH3:4] |f:2.3|. Procedure: The procedure is as in Example 2 for the preparation of ethyl (phenylthio)acetate, starting with n-butylmercaptan (10.7 cc), a 2M ethanolic solution of sodium ethylate (50 cc) and ethyl bromoacetate (16.7 g) in ethanol (100 cc). Ethyl (n-butylthio)acetate (15.4 g) is thereby obtained, and is used in the crude state in the subsequent syntheses. Starting materials: CCOc1ccc(-c2ccc3c(c2)C=C(C(=O)OC)CCS3(=O)=O)cc1, COCCOC, Cl. Yields the product CCOc1ccc(-c2ccc3c(c2)C=C(C(=O)O)CCS3(=O)=O)cc1. As a reaction SMILES: [CH2:1]([CH3:2])[O:3][c:4]1[cH:5][cH:6][c:7](-[c:10]2[cH:11][cH:12][c:13]3[c:14]([cH:26]2)[CH:15]=[C:16]([C:22](=[O:23])[O:24][CH3:25])[CH2:17][CH2:18][S:19]3(=[O:20])=[O:21])[cH:8][cH:9]1.[CH3:28][O:29][CH2:30][CH2:31][O:32][CH3:33].[ClH:27]>>[CH2:1]([CH3:2])[O:3][c:4]1[cH:5][cH:6][c:7](-[c:10]2[cH:11][cH:12][c:13]3[c:14]([cH:26]2)[CH:15]=[C:16]([C:22](=[O:23])[OH:24])[CH2:17][CH2:18][S:19]3(=[O:20])=[O:21])[cH:8][cH:9]1. Solvent: C(C)(=O)O (acetic acid). Yields the product COC=1C=C(NCCC(=O)OC)C=C(C1)OC (Methyl 3-(3,5-Dimethoxyanilino)propionate). The reactants are COC=1C=C(N)C=C(C1)OC (3,5-dimethoxyaniline), C(C=C)(=O)OC (methyl acrylate). Isolated yield 73.9%. As a reaction SMILES: [CH3:1][O:2][C:3]1[CH:4]=[C:5]([CH:7]=[C:8]([O:10][CH3:11])[CH:9]=1)[NH2:6].[C:12]([O:16][CH3:17])(=[O:15])[CH:13]=[CH2:14]>C(O)(=O)C>[CH3:11][O:10][C:8]1[CH:7]=[C:5]([CH:4]=[C:3]([O:2][CH3:1])[CH:9]=1)[NH:6][CH2:14][CH2:13][C:12]([O:16][CH3:17])=[O:15]. Procedure details: A mixture of 3,5-dimethoxyaniline (114.9 g., 0.75 mole), methyl acrylate (69.73 g., 0.81 mole) and glacial acetic acid (2 ml.) is refluxed for 20 hours. Reflux is discontinued and the reaction mixture is concentrated and then distilled in vacuo, to yield 106.8 g. (73.9%) of the title product, b.p. 174°-179° C. (0.7 mm.). Reactants: [I-].COC1=CC=CC2=CC=3N(C4=CC=CC=C4C3[NH+]=C12)C(C)=O (4-Methoxy-10-acetylquindolinium Iodide), C(C)O (ethanol), C(=O)([O-])[O-].[Na+].[Na+] (Na2CO3). Yields the product COC=1C2=C3N(C=4C=CC=CC4C=C3N=C2C=CC1)C (6-Methoxy-5-methylquindoline). Reaction SMILES: [I-].CO[C:4]1[C:20]2[C:8](=[CH:9][C:10]3[N:11](C(=O)C)[C:12]4[C:17]([C:18]=3[NH+:19]=2)=[CH:16][CH:15]=[CH:14][CH:13]=4)[CH:7]=[CH:6][CH:5]=1.[C:24]([O-:27])([O-])=O.[Na+].[Na+].[CH2:30](O)C>>[CH3:24][O:27][C:16]1[C:17]2[C:12]([CH:13]=[CH:14][CH:15]=1)=[N:11][C:10]1[C:18]=2[N:19]([CH3:30])[C:20]2[CH:4]=[CH:5][CH:6]=[CH:7][C:8]=2[CH:9]=1 |f:0.1,2.3.4|. Procedure: A solution of 4-methoxy-10-acetylquindolinium iodide obtained in Example 37 dissolved in approximately 50 mL of ethanol-free chloroform was adsorbed onto anhydrous Na2CO3 (1 g/100 mg iodide salt) and applied to a column filled with basic alumina. The mixture was eluted with CHCl3 until the UV active impurities eluted. Elution with CHCl3 -MeOH (97:3) provided the title compound as a purple solid; 1H NMR (CDCl3) δ 8.74 (s, 1H), 8.22 (d, J=8.4, 1H), 7.85 (d, J=8.4, 1H), 7.73 (d, J=8.4, 1H), 7.57 (m...